The task is: describe an organic reaction: reactants, conditions, products, and yield. This data is from the Open Reaction Database (ORD), a public repository of structured organic reaction records. Starting materials: ClC1=C(CN2C=C(C3=CC(=CC(=C23)/C=C/C(=O)O)F)C)C=CC(=C1)Cl ((E)-3-[1-(2,4-dichloro-benzyl)-5-fluoro-3-methyl-1H-indol-7-yl]-acrylic acid), CCN=C=NCCCN(C)C (EDCI), C1=CC=C2C(=C1)N=NN2O.O (HOBt hydrate), C(C)(C)N(CC)C(C)C (diisopropylethylamine), ClC=1C=C(SC1Cl)S(=O)(=O)N (4,5-dichlorothiophene-2-sulfonamide), Cl (HCl). Run in O (water), ClCCl (dichloromethane). Run at time 1 hour. Yields the product ClC1=C(C=CC(=C1)Cl)CN1C=C(C2=CC(=CC(=C12)/C=C/C(=O)NS(=O)(=O)C=1SC(=C(C1)Cl)Cl)F)C (4,5-Dichloro-thiophene-2-sulfonic acid [(E)-3-[1-(2,4-dichlorophenylmethyl)-5-fluoro-3-methyl-1H-indol-7-yl]-acryloyl]amide). Yield: 59.5%. Reaction SMILES: [Cl:1][C:2]1[CH:24]=[C:23]([Cl:25])[CH:22]=[CH:21][C:3]=1[CH2:4][N:5]1[C:13]2[C:8](=[CH:9][C:10]([F:19])=[CH:11][C:12]=2/[CH:14]=[CH:15]/[C:16](O)=[O:17])[C:7]([CH3:20])=[CH:6]1.CCN=C=NCCCN(C)C.C1C=C2N=NN(O)C2=CC=1.O.C(N(C(C)C)CC)(C)C.[Cl:57][C:58]1[CH:59]=[C:60]([S:64]([NH2:67])(=[O:66])=[O:65])[S:61][C:62]=1[Cl:63].Cl>ClCCl.O>[Cl:1][C:2]1[CH:24]=[C:23]([Cl:25])[CH:22]=[CH:21][C:3]=1[CH2:4][N:5]1[C:13]2[C:8](=[CH:9][C:10]([F:19])=[CH:11][C:12]=2/[CH:14]=[CH:15]/[C:16]([NH:67][S:64]([C:60]2[S:61][C:62]([Cl:63])=[C:58]([Cl:57])[CH:59]=2)(=[O:65])=[O:66])=[O:17])[C:7]([CH3:20])=[CH:6]1 |f:2.3|. Procedure details: To a solution of (E)-3-[1-(2,4-dichloro-benzyl)-5-fluoro-3-methyl-1H-indol-7-yl]-acrylic acid (10.0 g, 26.4 mmol) in dichloromethane (100 mL) was added EDCI (7.9 g, 41.2 mmol), HOBt hydrate (0.71 g, 5.3 mmol), and diisopropylethylamine (10.6 g, 81.8 mmol), and the mixture was stirred for 20 mm. To the reaction was added 4,5-dichlorothiophene-2-sulfonamide (6.43 g, 27.2 mmol), and the mixture was stirred at room temperature for 15 mm, then at reflux for 16 h. The reaction was cooled to room tempe... Starting materials: O[C@H](C)[C@@H]1[C@@H]2N([C@H](C([C@@H]2C)=O)C(=O)OCC2=CC=C(C=C2)[N+](=O)[O-])C1=O (4-nitrobenzyl (1R,3R,5R,6S)-6-((1R)-1-hydroxyethyl)-1-methyl-2-oxo-1-carbapenam-3-carboxylate), N(=[N+]=[N-])C[C@H](CSC=1N=CN2C1SC(=C2)[Sn](CCCC)(CCCC)CCCC)O[Si](CC)(CC)CC (7-((2R)-3-azido-2-triethylsilyloxypropyl)thio-2-(tri-n-butylstannyl)imidazo[5,1-b]thiazole). Product: N(=[N+]=[N-])C[C@H](CSC=1N=CN2C1SC(=C2)C=2[C@@H]([C@H]1N(C2C(=O)OCC2=CC=C(C=C2)[N+](=O)[O-])C([C@@H]1[C@@H](C)O)=O)C)O[Si](CC)(CC)CC (4-nitrobenzyl (1S,5R,6S)-2-[7-((2R)-3-azido-2-triethylsilyloxypropyl)thioimidazo[5,1-b]thiazol-2-yl]-6-((1R)-1-hydroxyethyl)-1-methyl-1-carbapen-2-em-3-carboxylate). Yield: 48.8%. As a reaction SMILES: [OH:1][C@@H:2]([C@H:4]1[C:25](=[O:26])[N:6]2[C@@H:7]([C:12]([O:14][CH2:15][C:16]3[CH:21]=[CH:20][C:19]([N+:22]([O-:24])=[O:23])=[CH:18][CH:17]=3)=[O:13])[C:8](=O)[C@H:9]([CH3:10])[C@H:5]12)[CH3:3].[N:27]([CH2:30][C@@H:31]([O:55][Si:56]([CH2:61][CH3:62])([CH2:59][CH3:60])[CH2:57][CH3:58])[CH2:32][S:33][C:34]1[N:35]=[CH:36][N:37]2[CH:41]=[C:40]([Sn](CCCC)(CCCC)CCCC)[S:39][C:38]=12)=[N+:28]=[N-:29]>>[N:27]([CH2:30][C@@H:31]([O:55][Si:56]([CH2:59][CH3:60])([CH2:61][CH3:62])[CH2:57][CH3:58])[CH2:32][S:33][C:34]1[N:35]=[CH:36][N:37]2[CH:41]=[C:40]([C:8]3[C@H:9]([CH3:10])[C@@H:5]4[C@@H:4]([C@H:2]([OH:1])[CH3:3])[C:25](=[O:26])[N:6]4[C:7]=3[C:12]([O:14][CH2:15][C:16]3[CH:17]=[CH:18][C:19]([N+:22]([O-:24])=[O:23])=[CH:20][CH:21]=3)=[O:13])[S:39][C:38]=12)=[N+:28]=[N-:29]. Procedure details: The procedure of Example 1a) was repeated, except that 582 mg of 4-nitrobenzyl (1R,3R,5R,6S)-6-((1R)-1-hydroxyethyl)-1-methyl-2-oxo-1-carbapenam-3-carboxylate and 1.11 g of 7-((2R)-3-azido-2-triethylsilyloxypropyl)thio-2-(tri-n-butylstannyl)imidazo[5,1-b]thiazole were used as the starting compounds. Thus, 560 mg of 4-nitrobenzyl (1S,5R,6S)-2-[7-((2R)-3-azido-2-triethylsilyloxypropyl)thioimidazo[5,1-b]thiazol-2-yl]-6-((1R)-1-hydroxyethyl)-1-methyl-1-carbapen-2-em-3-carboxylate was prepared. Starting materials: CCc1ccc2c(ccn2[Si](C(C)C)(C(C)C)C(C)C)c1, C1CCOC1, CO, [F-], [NH4+]. The product is CCc1ccc2[nH]ccc2c1. As a reaction SMILES: [CH2:1]([CH3:2])[c:3]1[cH:4][c:5]2[cH:6][cH:7][n:8]([Si:12]([CH:13]([CH3:14])[CH3:15])([CH:16]([CH3:17])[CH3:18])[CH:19]([CH3:20])[CH3:21])[c:9]2[cH:10][cH:11]1.[CH2:24]1[O:25][CH2:26][CH2:27][CH2:28]1.[CH3:29][OH:30].[F-:22].[NH4+:23]>>[CH2:1]([CH3:2])[c:3]1[cH:4][c:5]2[cH:6][cH:7][nH:8][c:9]2[cH:10][cH:11]1. The reactants are Cl.ClC=1C=C(C2=C(CC(O2)CNCCCC)C1)Cl (N-(5,7-dichloro-2,3-dihydrobenzofuran-2-ylmethyl)-N-butylamine hydrochloride), C(=O)(Cl)Cl (phosgene). The solvent is C(C)(=O)OCC (ethyl acetate). Reaction conditions: time 4 hour. Product: ClC=1C=C(C2=C(CC(O2)CN(C(=O)Cl)CCCC)C1)Cl (N-(5,7-dichloro-2,3-dihydrobenzofuran-2-ylmethyl)-N-butylcarbamyl chloride). As a reaction SMILES: Cl.[Cl:2][C:3]1[CH:4]=[C:5]([Cl:18])[C:6]2[O:10][CH:9]([CH2:11][NH:12][CH2:13][CH2:14][CH2:15][CH3:16])[CH2:8][C:7]=2[CH:17]=1.[C:19](Cl)([Cl:21])=[O:20]>C(OCC)(=O)C>[Cl:2][C:3]1[CH:4]=[C:5]([Cl:18])[C:6]2[O:10][CH:9]([CH2:11][N:12]([CH2:13][CH2:14][CH2:15][CH3:16])[C:19]([Cl:21])=[O:20])[CH2:8][C:7]=2[CH:17]=1 |f:0.1|. Procedure details: A thoroughly stirred suspension of 26 g (0.0838 mole) of N-(5,7-dichloro-2,3-dihydrobenzofuran-2-ylmethyl)-N-butylamine hydrochloride in 250 ml of dry ethyl acetate was gassed with phosgene at 50° C. After 4 hours, the suspended material had dissolved. The mixture was evaporated down under reduced pressure, at 50° C. and under 0.5 mbar in the final stage. 27 g of N-(5,7-dichloro-2,3-dihydrobenzofuran-2-ylmethyl)-N-butylcarbamyl chloride were obtained as a colorless oil, which was reacted further... The reactants are FC=1C=C(CCNC2=C(C=CC(=N2)C(OCC)=N)C(NCC=2C=NC=CC2)=O)C=CC1 (ethyl 6-(3-fluorophenethylamino)-5-(pyridin-3-ylmethylcarbamoyl)picolinimidate), N.CO (NH3 MeOH). Conditions: temperature 50 celsius, time 1 hour. Product: C(N)(=N)C1=NC(=C(C(=O)NCC=2C=NC=CC2)C=C1)NCCC1=CC(=CC=C1)F (6-carbamimidoyl-2-(3-fluorophenethylamino)-N-(pyridin-3-ylmethyl)nicotinamide). Reaction SMILES: [F:1][C:2]1[CH:3]=[C:4]([CH:29]=[CH:30][CH:31]=1)[CH2:5][CH2:6][NH:7][C:8]1[N:13]=[C:12]([C:14](=[NH:18])OCC)[CH:11]=[CH:10][C:9]=1[C:19](=[O:28])[NH:20][CH2:21][C:22]1[CH:23]=[N:24][CH:25]=[CH:26][CH:27]=1.[NH3:32].CO>>[C:14]([C:12]1[CH:11]=[CH:10][C:9]([C:19]([NH:20][CH2:21][C:22]2[CH:23]=[N:24][CH:25]=[CH:26][CH:27]=2)=[O:28])=[C:8]([NH:7][CH2:6][CH2:5][C:4]2[CH:29]=[CH:30][CH:31]=[C:2]([F:1])[CH:3]=2)[N:13]=1)(=[NH:32])[NH2:18] |f:1.2|. Procedure details: A mixture of the ethyl 6-(3-fluorophenethylamino)-5-(pyridin-3-ylmethylcarbamoyl)picolinimidate and NH3/MeOH (7N, 0.76 mL) was stirred at 50° C. for 1 hour. The reaction mixture was concentrated to dryness to give 6-carbamimidoyl-2-(3-fluorophenethylamino)-N-(pyridin-3-ylmethyl)nicotinamide. LC/MS (M+H+) m/z 394.1.